This data is from the Open Reaction Database (ORD), a public repository of structured organic reaction records. The task is: describe an organic reaction: reactants, conditions, products, and yield Run in O1CCOCC1 (dioxane). Yields the product CN(C(C(=O)O)CCN1C(C=2C(C1=O)=CC=CC2)=O)S(=O)(=O)C2=CC=C(C=C2)OC2=CC=CC=C2 ((±)-N-Methyl-N-(4-phenoxybenzenesulfonyl)-2-(2-phthalimidoethyl)glycine). The yield is 94.8%. Procedure details: Water (1.75 ml), tetrakis(triphenylphosphine)palldium(0) (8.2 mg. 0.007 mmol) and pyrrolidine (0.45 ml, 5.3 mmol) were successively added to a solution of (±)-N-methyl-N-(4-phenoxybenzenesulfonyl)-2-(2-phthalimidoethyl)glycine allyl ester (1.88 g, 3.5 mmol), the product of (3) above, in dioxane (33 ml) and the mixture was stirred at room temperature for 4 hours. The reaction mixture was acidified with hydrochloric acid (1N) and extracted with ethyl acetate. The organic layer was washed with wate... Reaction SMILES: O.N1CCCC1.C([O:10][C:11](=[O:44])[CH:12]([CH2:31][CH2:32][N:33]1[C:37](=[O:38])[C:36]2=[CH:39][CH:40]=[CH:41][CH:42]=[C:35]2[C:34]1=[O:43])[N:13]([CH3:30])[S:14]([C:17]1[CH:22]=[CH:21][C:20]([O:23][C:24]2[CH:29]=[CH:28][CH:27]=[CH:26][CH:25]=2)=[CH:19][CH:18]=1)(=[O:16])=[O:15])C=C.Cl>O1CCOCC1>[CH3:30][N:13]([S:14]([C:17]1[CH:18]=[CH:19][C:20]([O:23][C:24]2[CH:29]=[CH:28][CH:27]=[CH:26][CH:25]=2)=[CH:21][CH:22]=1)(=[O:15])=[O:16])[CH:12]([CH2:31][CH2:32][N:33]1[C:34](=[O:43])[C:35]2=[CH:42][CH:41]=[CH:40][CH:39]=[C:36]2[C:37]1=[O:38])[C:11]([OH:44])=[O:10]. The reactants are O (Water), tetrakis(triphenylphosphine)palldium(0), N1CCCC1 (pyrrolidine), C(C=C)OC(C(N(S(=O)(=O)C1=CC=C(C=C1)OC1=CC=CC=C1)C)CCN1C(C=2C(C1=O)=CC=CC2)=O)=O ((±)-N-methyl-N-(4-phenoxybenzenesulfonyl)-2-(2-phthalimidoethyl)glycine allyl ester), C(C=C)OC(C(N(S(=O)(=O)C1=CC=C(C=C1)OC1=CC=CC=C1)C)CCN1C(C=2C(C1=O)=CC=CC2)=O)=O ((±)-N-Methyl-N-(4-phenoxybenzenesulfonyl)-2-(2-phthalimidoethyl)glycine Allyl Ester), Cl (hydrochloric acid). As a reaction SMILES: [CH3:1][O:2][CH2:3][n:4]1[c:5](=[S:6])[nH:7][c:8](=[O:9])[c:10]([CH3:11])[c:12]1-[c:13]1[cH:14][cH:15][cH:16][cH:17][cH:18]1.[ClH:19]>>[nH:4]1[c:5](=[S:6])[nH:7][c:8](=[O:9])[c:10]([CH3:11])[c:12]1-[c:13]1[cH:14][cH:15][cH:16][cH:17][cH:18]1. The reactants are COCn1c(-c2ccccc2)c(C)c(=O)[nH]c1=S, Cl. The product is Cc1c(-c2ccccc2)[nH]c(=S)[nH]c1=O.